This data is from the Open Reaction Database (ORD), a public repository of structured organic reaction records. The task is: describe an organic reaction: reactants, conditions, products, and yield Reactants: CCOC(C)=O, COc1cccc2c1oc1ccccc12, CCCCCC, CS(=O)(=O)O, [K+], N#C[S-]. Yields the product COc1ccc(C(N)=S)c2c1oc1ccccc12. RXN SMILES: [C:26]([O:27][CH2:28][CH3:29])(=[O:30])[CH3:31].[CH3:1][O:2][c:3]1[cH:4][cH:5][cH:6][c:7]2[c:8]1[o:9][c:10]1[c:11]2[cH:12][cH:13][cH:14][cH:15]1.[CH3:20][CH2:21][CH2:22][CH2:23][CH2:24][CH3:25].[CH3:32][S:33]([OH:34])(=[O:35])=[O:36].[K+:16].[S-:17][C:18]#[N:19]>>[CH3:1][O:2][c:3]1[cH:4][cH:5][c:6]([C:18](=[S:17])[NH2:19])[c:7]2[c:8]1[o:9][c:10]1[c:11]2[cH:12][cH:13][cH:14][cH:15]1. The reactants are ClC=1C=C(C=CC1Cl)SCCCCOC=1C=CC2=C(C(OC(N2)=O)(C2CCCCC2)C2CCCCC2)C1 (6-[4-(3,4-dichloro-phenylmercapto)-butoxy]-4,4-dicyclohexyl-4H-3,1-benzoxazin-2-one), OO (hydrogen peroxide). Product: ClC=1C=C(C=CC1Cl)S(=O)CCCCOC=1C=CC2=C(C(OC(N2)=O)(C2CCCCC2)C2CCCCC2)C1 (6-[4-(3,4-Dichloro-phenylsulfinyl)-butoxy]-4,4-dicyclohexyl-4H-3,1-benzoxazin-2-one). Reaction SMILES: [Cl:1][C:2]1[CH:3]=[C:4]([S:9][CH2:10][CH2:11][CH2:12][CH2:13][O:14][C:15]2[CH:16]=[CH:17][C:18]3[NH:23][C:22](=[O:24])[O:21][C:20]([CH:31]4[CH2:36][CH2:35][CH2:34][CH2:33][CH2:32]4)([CH:25]4[CH2:30][CH2:29][CH2:28][CH2:27][CH2:26]4)[C:19]=3[CH:37]=2)[CH:5]=[CH:6][C:7]=1[Cl:8].[OH:38]O>>[Cl:1][C:2]1[CH:3]=[C:4]([S:9]([CH2:10][CH2:11][CH2:12][CH2:13][O:14][C:15]2[CH:16]=[CH:17][C:18]3[NH:23][C:22](=[O:24])[O:21][C:20]([CH:25]4[CH2:30][CH2:29][CH2:28][CH2:27][CH2:26]4)([CH:31]4[CH2:32][CH2:33][CH2:34][CH2:35][CH2:36]4)[C:19]=3[CH:37]=2)=[O:38])[CH:5]=[CH:6][C:7]=1[Cl:8]. Procedure details: Prepared analogously to Example 2 from 6-[4-(3,4-dichloro-phenylmercapto)-butoxy]-4,4-dicyclohexyl-4H-3,1-benzoxazin-2-one and hydrogen peroxide. Reported procedure: Starting material: (2R,6S)-4-[6-({[tert-butyl(diphenyl)silyl]oxy}methyl)-2-chloro-3-fluorophenyl]-2,6-dimethylmorpholine (Intermediate 42), 1,3-thiazole-2-carbaldehyde and lithium 2,2,6,6-tetramethylpiperidide. Yields the product [Si](C1=CC=CC=C1)(C1=CC=CC=C1)(C(C)(C)C)OCC=1C(=C(C(=C(C1)C(O)C=1SC=CN1)F)Cl)N1C[C@H](O[C@H](C1)C)C ({5-({[tert-butyl(diphenyl)silyl]oxy}methyl)-3-chloro-4-[(2R,6S)-2,6-dimethylmorpholin-4-yl]-2-fluorophenyl}(1,3-thiazol-2-yl)methanol). Starting materials: [Si](C1=CC=CC=C1)(C1=CC=CC=C1)(C(C)(C)C)OCC1=CC=C(C(=C1N1C[C@H](O[C@H](C1)C)C)Cl)F ((2R,6S)-4-[6-({[tert-butyl(diphenyl)silyl]oxy}methyl)-2-chloro-3-fluorophenyl]-2,6-dimethylmorpholine), [Li]N1C(CCCC1(C)C)(C)C (lithium 2,2,6,6-tetramethylpiperidide), [Si](C1=CC=CC=C1)(C1=CC=CC=C1)(C(C)(C)C)OCC1=CC=C(C(=C1N1C[C@H](O[C@H](C1)C)C)Cl)F ((2R,6S)-4-[6-({[tert-butyl(diphenyl)silyl]oxy}methyl)-2-chloro-3-fluorophenyl]-2,6-dimethylmorpholine), S1C(=NC=C1)C=O (1,3-thiazole-2-carbaldehyde). As a reaction SMILES: [Si:1]([O:18][CH2:19][C:20]1[C:25]([N:26]2[CH2:31][C@H:30]([CH3:32])[O:29][C@H:28]([CH3:33])[CH2:27]2)=[C:24]([Cl:34])[C:23]([F:35])=[CH:22][CH:21]=1)([C:14]([CH3:17])([CH3:16])[CH3:15])([C:8]1[CH:13]=[CH:12][CH:11]=[CH:10][CH:9]=1)[C:2]1[CH:7]=[CH:6][CH:5]=[CH:4][CH:3]=1.[S:36]1[CH:40]=[CH:39][N:38]=[C:37]1[CH:41]=[O:42].[Li]N1C(C)(C)CCCC1(C)C>>[Si:1]([O:18][CH2:19][C:20]1[C:25]([N:26]2[CH2:31][C@H:30]([CH3:32])[O:29][C@H:28]([CH3:33])[CH2:27]2)=[C:24]([Cl:34])[C:23]([F:35])=[C:22]([CH:41]([C:37]2[S:36][CH:40]=[CH:39][N:38]=2)[OH:42])[CH:21]=1)([C:14]([CH3:16])([CH3:17])[CH3:15])([C:2]1[CH:7]=[CH:6][CH:5]=[CH:4][CH:3]=1)[C:8]1[CH:13]=[CH:12][CH:11]=[CH:10][CH:9]=1.